Dataset: the Open Reaction Database (ORD), a public repository of structured organic reaction records. Task: describe an organic reaction: reactants, conditions, products, and yield The reactants are Cc1ncccc1C(=O)O, CCN=C=NCCCN(C)C, Nc1cc(Cl)cc2c1[nH]c1cncc(NC(=O)C(F)(F)F)c12, c1ccncc1. The product is Cc1ncccc1C(=O)Nc1cc(Cl)cc2c1[nH]c1cncc(NC(=O)C(F)(F)F)c12. As a reaction SMILES: [CH3:23][c:24]1[c:25]([C:26](=[O:27])[OH:28])[cH:29][cH:30][cH:31][n:32]1.[CH3:33][CH2:34][N:35]=[C:36]=[N:37][CH2:38][CH2:39][CH2:40][N:41]([CH3:42])[CH3:43].[NH2:1][c:2]1[cH:3][c:4]([Cl:22])[cH:5][c:6]2[c:7]3[c:8]([NH:15][C:16]([C:17]([F:18])([F:19])[F:20])=[O:21])[cH:9][n:10][cH:11][c:12]3[nH:13][c:14]12.[cH:44]1[cH:45][cH:46][n:47][cH:48][cH:49]1>>[NH:1]([c:2]1[cH:3][c:4]([Cl:22])[cH:5][c:6]2[c:7]3[c:8]([NH:15][C:16]([C:17]([F:18])([F:19])[F:20])=[O:21])[cH:9][n:10][cH:11][c:12]3[nH:13][c:14]12)[C:26]([c:25]1[c:24]([CH3:23])[n:32][cH:31][cH:30][cH:29]1)=[O:27].